The task is: describe an organic reaction: reactants, conditions, products, and yield. This data is from the Open Reaction Database (ORD), a public repository of structured organic reaction records. Reactants: CC1=CC=C(C=C1)CC#N (4-methylphenylacetonitrile), C(C)OCC(=O)OCC (ethyl ethoxyacetate), [O-]CC.[Na+] (Sodium ethoxide). Solvent: C(C)O (ethanol), C(C)O (ethanol). Run at time 1 hour. Yields the product C(C)OCC(C(C#N)C1=CC=C(C=C1)C)=O (4-ethoxy-2-(4-methylphenyl)-3-oxobutanenitrile). Isolated yield 70.0%. RXN SMILES: [O-]CC.[Na+].[CH3:5][C:6]1[CH:11]=[CH:10][C:9]([CH2:12][C:13]#[N:14])=[CH:8][CH:7]=1.[CH2:15]([O:17][CH2:18][C:19](OCC)=[O:20])[CH3:16]>C(O)C>[CH2:15]([O:17][CH2:18][C:19](=[O:20])[CH:12]([C:9]1[CH:10]=[CH:11][C:6]([CH3:5])=[CH:7][CH:8]=1)[C:13]#[N:14])[CH3:16] |f:0.1|. Procedure: Sodium ethoxide (2 eq) is dissolved in ethanol (200 mL) and 4-methylphenylacetonitrile (10.0) and ethyl ethoxyacetate (1.5 eq) are slowly added. The reaction mixture is stirred for 1 hour under reflux. Upon completion of the reaction, ethanol is removed under reduced pressure and water (100 mL) and ethyl acetate are added. The organic layer is removed and the aqueous layer is acidified by adding acetic acid (10 mL) and extracted 3 times with ethyl acetate. The extracted organic layer is collecte... The reactants are C(#N)CC=1C=CC2=C(CC=3C(=NC=CC3)O2)C1 (7-cyanomethyl-5H-[1]benzopyrano[2,3-b]-pyridine), C(C)(=O)O (acetic acid). Solvent: Cl (hydrochloric acid). The product is N1=C2C(=CC=C1)CC1=C(O2)C=CC(=C1)CC(=O)O (5H-[1]benzopyrano[2,3-b]-pyridin-7-yl-acetic acid). Reaction SMILES: C(C[C:4]1[CH:5]=[CH:6][C:7]2[O:16][C:11]3=[N:12][CH:13]=[CH:14][CH:15]=[C:10]3[CH2:9][C:8]=2[CH:17]=1)#N.[C:18]([OH:21])(=[O:20])[CH3:19]>Cl>[N:12]1[CH:13]=[CH:14][CH:15]=[C:10]2[CH2:9][C:8]3[CH:17]=[C:4]([CH2:19][C:18]([OH:21])=[O:20])[CH:5]=[CH:6][C:7]=3[O:16][C:11]=12. Procedure: A solution of 11.5 g of 7-cyanomethyl-5H-[1]benzopyrano[2,3-b]-pyridine in a mixture of 60 ml of acetic acid and 25 ml of concentrated hydrochloric acid is heated under reflux for 24 hours. After concentration, water is added to the residue, and further 10% sodium hydroxide solution is added to dissolve the residue. An insoluble material is removed by extraction with chloroform. The aqueous layer is made acid with acetic acid, and the resulting crystalline precipitate is filtered off. The crysta...